This data is from the Open Reaction Database (ORD), a public repository of structured organic reaction records. The task is: describe an organic reaction: reactants, conditions, products, and yield The reactants are FC(S(=O)(=O)N1C=NC2=C1C=CC(=C2)C(=O)N2[C@@H]1[C@H](CCC2)C=2C=C(C=CC2C1)OS(=O)(=O)C(F)(F)F)(F)F (trifluoromethanesulfonic acid cis-1-(1-trifluoromethane-sulfonyl-1H-benzoimidazole-5-carbonyl)-2,3,4,4a,9,9a-hexahydro-1H-indeno[2,1-b]pyridin-6-yl ester), N1=CNC2=C1C=CC=C2 (benzimidazole). The solvent is CN(C=O)C (N,N-dimethylformamide). Reaction conditions: temperature 60 celsius, time 8 hour. Product: N1C=NC2=C1C=CC(=C2)C(=O)N2[C@@H]1[C@H](CCC2)C=2C=C(C=CC2C1)C#C ((1H-Benzoimidazol-5-yl)-(cis-6-ethynyl-2,3,4,4a,9,9a-hexahydro-indeno[2,1-b]pyridin-1-yl)-methanone). Reaction SMILES: FC(F)(F)S([N:6]1[C:10]2[CH:11]=[CH:12][C:13]([C:15]([N:17]3[CH2:22][CH2:21][CH2:20][C@@H:19]4[C:23]5[CH:24]=[C:25](OS(C(F)(F)F)(=O)=O)[CH:26]=[CH:27][C:28]=5[CH2:29][C@H:18]34)=[O:16])=[CH:14][C:9]=2[N:8]=[CH:7]1)(=O)=O.N1[C:44]2C=CC=C[C:43]=2NC=1>CN(C)C=O>[NH:6]1[C:10]2[CH:11]=[CH:12][C:13]([C:15]([N:17]3[CH2:22][CH2:21][CH2:20][C@@H:19]4[C:23]5[CH:24]=[C:25]([C:43]#[CH:44])[CH:26]=[CH:27][C:28]=5[CH2:29][C@H:18]34)=[O:16])=[CH:14][C:9]=2[N:8]=[CH:7]1. Procedure details: A flask charged with a stir bar, trifluoromethanesulfonic acid cis-1-(1-trifluoromethane-sulfonyl-1H-benzoimidazole-5-carbonyl)-2,3,4,4a,9,9a-hexahydro-1H-indeno[2,1-b]pyridin-6-yl ester (mixture of isomers regarding sulfonyl group attachment to N-1 or N-3 of the benzimidazole, 0.20 g) and N,N-dimethylformamide (2 mL) is sparged with argon for 5 min. Copper(I) iodide (13 mg), Pd(PPh3)2Cl2 (25 mg), triethylamine (0.31 mL), and trimethylsilylacetylene (0.14 mL) are added in the given order, the ve... Starting materials: C=CCC1CC(=O)N1C(C(=O)OC)=C(C)C, CN(C)C=O, CCOC(C)=O, [Cl-], O, Cl[Pd]Cl. The product is COC(=O)C(=C(C)C)N1C(=O)CC1CC(C)=O. RXN SMILES: [CH2:1]([CH:2]=[CH2:3])[CH:4]1[CH2:5][C:6](=[O:16])[N:7]1[C:8]([C:9](=[O:10])[O:11][CH3:12])=[C:13]([CH3:14])[CH3:15].[CH3:18][N:19]([CH3:20])[CH:22]=[O:21].[CH3:24][CH2:25][O:26][C:27](=[O:28])[CH3:29].[Cl-:17].[OH2:23].[Pd:30]([Cl:31])[Cl:32]>>[CH2:1]([C:2]([CH3:3])=[O:21])[CH:4]1[CH2:5][C:6](=[O:16])[N:7]1[C:8]([C:9](=[O:10])[O:11][CH3:12])=[C:13]([CH3:14])[CH3:15]. Reactants: OBO, CCS(=O)(=O)c1ccc(NC(=O)CCCc2ccc(Br)cc2)cc1CNC(=O)OC(C)(C)C, CCS(=O)(=O)c1ccc(NC(=O)CCCc2ccc(B(O)O)cc2)cc1C#N. The product is CCS(=O)(=O)c1ccc(NC(=O)CCCc2ccc(B(O)O)cc2)cc1CNC(=O)OC(C)(C)C. As a reaction SMILES: [BH:62]([OH:63])[OH:64].[Br:29][c:30]1[cH:31][cH:32][c:33]([CH2:34][CH2:35][CH2:36][C:37]([NH:38][c:39]2[cH:40][cH:41][c:42]([S:43]([CH2:44][CH3:45])(=[O:46])=[O:47])[c:48]([CH2:57][NH:58][C:49]([O:50][C:51]([CH3:52])([CH3:53])[CH3:54])=[O:55])[cH:56]2)=[O:59])[cH:60][cH:61]1.[C:1](#[N:2])[c:3]1[cH:4][c:5]([NH:14][C:15]([CH2:16][CH2:17][CH2:18][c:19]2[cH:20][cH:21][c:22]([B:25]([OH:26])[OH:27])[cH:23][cH:24]2)=[O:28])[cH:6][cH:7][c:8]1[S:9](=[O:10])(=[O:11])[CH2:12][CH3:13]>>[CH2:1]([NH:2][C:49]([O:50][C:51]([CH3:52])([CH3:53])[CH3:54])=[O:55])[c:3]1[cH:4][c:5]([NH:14][C:15]([CH2:16][CH2:17][CH2:18][c:19]2[cH:20][cH:21][c:22]([B:25]([OH:26])[OH:27])[cH:23][cH:24]2)=[O:28])[cH:6][cH:7][c:8]1[S:9](=[O:10])(=[O:11])[CH2:12][CH3:13].